This data is from the Open Reaction Database (ORD), a public repository of structured organic reaction records. The task is: describe an organic reaction: reactants, conditions, products, and yield Reactants: [N-]=[N+]=NCc1ccc(F)cc1I, CN(C)C=O, O, c1ccc(P(c2ccccc2)c2ccccc2)cc1. Yields the product NCc1ccc(F)cc1I. Reaction SMILES: [N:20](=[N+:21]=[N-:22])[CH2:23][c:24]1[c:25]([I:31])[cH:26][c:27]([F:30])[cH:28][cH:29]1.[O:33]=[CH:34][N:35]([CH3:36])[CH3:37].[OH2:32].[c:1]1([P:2]([c:3]2[cH:4][cH:5][cH:6][cH:7][cH:8]2)[c:9]2[cH:10][cH:11][cH:12][cH:13][cH:14]2)[cH:15][cH:16][cH:17][cH:18][cH:19]1>>[NH2:20][CH2:23][c:24]1[c:25]([I:31])[cH:26][c:27]([F:30])[cH:28][cH:29]1. Reactants: OCC(CCN1C=2N=C(NC(C2N=C1)=O)N)CO (9-(4-hydroxy-3-hydroxymethylbut-1-yl)guanine), C1(CCCCC1)N=C=NC1CCCCC1 (dicyclohexylcarbodiimide), C(=O)O (formic acid), CN(C=O)C (N,N-dimethylformamide). The reagents and catalysts are CN(C1=CC=NC=C1)C (4-dimethylaminopyridine). Reaction conditions: time 40 minute. The product is C(=O)OCC(CCN1C=2N=C(NC(C2N=C1)=O)N)COC=O (9-(4-formyloxy-3-formyloxymethylbut-1-yl)guanine). Reaction SMILES: [OH:1][CH2:2][CH:3]([CH2:17][OH:18])[CH2:4][CH2:5][N:6]1[CH:14]=[N:13][C:12]2[C:11](=[O:15])[NH:10][C:9]([NH2:16])=[N:8][C:7]1=2.C1(N=C=NC2CCCCC2)CCCCC1.[CH:34]([OH:36])=O.CN(C)[CH:39]=[O:40]>CN(C)C1C=CN=CC=1>[CH:39]([O:1][CH2:2][CH:3]([CH2:17][O:18][CH:34]=[O:36])[CH2:4][CH2:5][N:6]1[CH:14]=[N:13][C:12]2[C:11](=[O:15])[NH:10][C:9]([NH2:16])=[N:8][C:7]1=2)=[O:40]. Procedure details: A mixture of 9-(4-hydroxy-3-hydroxymethylbut-1-yl)guanine (0.23 g, 0.9 mmol), dicyclohexylcarbodiimide (0.92 g, 4.5 mmol), formic acid (0.17 ml, 4.5 mmol), 4-dimethylaminopyridine (20 mg) and N,N-dimethylformamide (5 ml) was stirred for 40 minutes at room temperature and then quenched by addition of methanol (1 ml). The solution was filtered and the solvent removed. The residue was purified by column chromatography on silica gel eluting with chloroform-methanol mixtures (7:1, 4:1) to afford 9-(4...